This data is from the Open Reaction Database (ORD), a public repository of structured organic reaction records. The task is: describe an organic reaction: reactants, conditions, products, and yield The reactants are O=[N+]([O-])c1ccccc1Cl, [F-], [K+], O=S1(=O)CCCC1. Product: O=[N+]([O-])c1ccccc1F. As a reaction SMILES: [Cl:3][c:4]1[c:5]([N+:10](=[O:11])[O-:12])[cH:6][cH:7][cH:8][cH:9]1.[F-:1].[K+:2].[S:13]1(=[O:18])(=[O:19])[CH2:14][CH2:15][CH2:16][CH2:17]1>>[F:1][c:4]1[c:5]([N+:10](=[O:11])[O-:12])[cH:6][cH:7][cH:8][cH:9]1. The reactants are IC1=NN(C=2N=NC(=C(C21)O)C2=CC=CC=C2)C (3-iodo-1-methyl-5-phenyl-1H-pyrazolo[3,4-c]pyridazin-4-ol), N1[C@H](C(=O)O)CCC1 (L-proline), C(=O)([O-])[O-].[K+].[K+] (K2CO3). Reagents/catalysts: [Cu](I)I (copper iodide). Solvent: CN(C)C=O (DMF). Reaction conditions: temperature 110 celsius. Product: CN1N=C(C2=C1N=NC(=C2O)C2=CC=CC=C2)N2CCCC2 (1-methyl-5-phenyl-3-(pyrrolidin-1-yl)-1H-pyrazolo[3,4-c]pyridazin-4-ol). As a reaction SMILES: I[C:2]1[C:10]2[C:9]([OH:11])=[C:8]([C:12]3[CH:17]=[CH:16][CH:15]=[CH:14][CH:13]=3)[N:7]=[N:6][C:5]=2[N:4]([CH3:18])[N:3]=1.[NH:19]1[CH2:26][CH2:25][CH2:24][C@H:20]1C(O)=O.C([O-])([O-])=O.[K+].[K+]>CN(C=O)C.[Cu](I)I>[CH3:18][N:4]1[C:5]2[N:6]=[N:7][C:8]([C:12]3[CH:17]=[CH:16][CH:15]=[CH:14][CH:13]=3)=[C:9]([OH:11])[C:10]=2[C:2]([N:19]2[CH2:26][CH2:25][CH2:24][CH2:20]2)=[N:3]1 |f:2.3.4|. Procedure: A mixture of 3-iodo-1-methyl-5-phenyl-1H-pyrazolo[3,4-c]pyridazin-4-ol (100 mg, 0.28 mmol), copper iodide (11 mg, 0.056 mmol), L-proline (13 mg, 0.11 mmol), K2CO3 (193 mmol, 1.4 mmol) in anhydrous DMF (5.6 mL) was degassed by bubbling nitrogen through for 10 minutes, then heated to 110° C. for 20 h. The mixture was left to cool to room temperature, then partitioned between ethyl acetate and water, and the aqueous phase was extracted with ethyl acetate. The organic phases were combined, dried (Mg...